Dataset: the Open Reaction Database (ORD), a public repository of structured organic reaction records. Task: describe an organic reaction: reactants, conditions, products, and yield The reactants are BrC=1C(NC(N(C1)NC1=C(C=CC=C1)C)=O)=O (5-bromo-1-(2-methylanilino)-2,4-pyrimidinedione), [C-]#N.[Na+] (sodium cyanide). Run in C(C)O (ethanol). The product is C(#N)C1=CC(NC(N1NC1=C(C=CC=C1)C)=O)=O (6-cyano-1-(2-methylanilino)-2,4-pyrimidinedione). As a reaction SMILES: Br[C:2]1[C:3](=[O:17])[NH:4][C:5](=[O:16])[N:6]([NH:8][C:9]2[CH:14]=[CH:13][CH:12]=[CH:11][C:10]=2[CH3:15])[CH:7]=1.[C-:18]#[N:19].[Na+]>C(O)C>[C:18]([C:7]1[N:6]([NH:8][C:9]2[CH:14]=[CH:13][CH:12]=[CH:11][C:10]=2[CH3:15])[C:5](=[O:16])[NH:4][C:3](=[O:17])[CH:2]=1)#[N:19] |f:1.2|. Procedure: To 1.35 mmol of 5-bromo-1-(2-methylanilino)-2,4-pyrimidinedione in 5 ml of 50% aqueous ethanol is added 1.41 mmol of sodium cyanide. The mixture is heated to reflux for 4 hours, after which it is cooled to RT, filtered and recrystallized from ethanol to give 6-cyano-1-(2-methylanilino)-2,4-pyrimidinedione. Starting materials: C(=O)(O)[O-].[Na+] (NaHCO3), Cl.Cl.Cl.O1COC2=C1C=CC=C2N2CCN(CC2)CC[C@@H]2CC[C@H](CC2)N (Trans-4-[2-(4-Benzo[1,3]dioxol-4-yl-piperazin-1-yl)-ethyl]-cyclohexylamine trihydrochloride), Cl.Cl.Cl.O1COC2=C1C=CC=C2N2CCN(CC2)CC[C@@H]2CC[C@H](CC2)N (Trans-4-[2-(4-Benzo[1,3]dioxol-4-yl-piperazin-1-yl)-ethyl]-cyclohexylamine trihydrochloride), C(C)(C)N(C(C)C)CC (N,N-diisopropylethylamine), FC(CS(=O)(=O)Cl)(F)F (2,2,2-trifluoroethanesulfonyl chloride). Run in ClCCl (dichloromethane). The product is O1COC2=C1C=CC=C2N2CCN(CC2)CC[C@@H]2CC[C@H](CC2)NS(=O)(=O)CC(F)(F)F (2,2,2-Trifluoro-ethanesulfonic acid-trans-N-{4-[2-(4-benzo[1,3]dioxol-4-yl-piperazin-1-yl)-ethyl]-cyclohexyl}-amide). Isolated yield 41.1%. Reaction SMILES: Cl.Cl.Cl.[O:4]1[C:8]2[CH:9]=[CH:10][CH:11]=[C:12]([N:13]3[CH2:18][CH2:17][N:16]([CH2:19][CH2:20][C@H:21]4[CH2:26][CH2:25][C@H:24]([NH2:27])[CH2:23][CH2:22]4)[CH2:15][CH2:14]3)[C:7]=2[O:6][CH2:5]1.C(N(CC)C(C)C)(C)C.[F:37][C:38]([F:45])([F:44])[CH2:39][S:40](Cl)(=[O:42])=[O:41].C([O-])(O)=O.[Na+]>ClCCl>[O:4]1[C:8]2[CH:9]=[CH:10][CH:11]=[C:12]([N:13]3[CH2:18][CH2:17][N:16]([CH2:19][CH2:20][C@H:21]4[CH2:26][CH2:25][C@H:24]([NH:27][S:40]([CH2:39][C:38]([F:45])([F:44])[F:37])(=[O:42])=[O:41])[CH2:23][CH2:22]4)[CH2:15][CH2:14]3)[C:7]=2[O:6][CH2:5]1 |f:0.1.2.3,6.7|. Reported procedure: To a stirred mixture of N-trans-4-[2-(4-Benzo[1,3]dioxol-4-yl-piperazin-1-yl)-ethyl]-cyclohexylamine hydrochloride (Intermediate A) (30 mg, 81.5 μmol, Eq: 1.00) in dichloromethane (500 μl) was added at room temperature N,N-diisopropylethylamine (31.6 mg, 42.7 μl, 245 μmol, Eq: 3) and 2,2,2-trifluoroethanesulfonyl chloride (22.3 mg mg, 122 μmol). The mixture was allowed to stir at room temperature over night. The crude reaction diluted with 5 mL sat NaHCO3 and extracted with DCM (2×10 mL). The or... Starting materials: O (Water), C([O-])([O-])=O.[K+].[K+] (Potassium carbonate), C1(CCCC1)Br (cyclopentyl bromide), COC=1C=C2C(=CC=NC2=CC1OC)OC=1C(=NC2=CC=CC=C2C1)O (6,7-Dimethoxy-4-(2-hydroxy-quinolin-3-yloxy)-quinoline). Run in CN(C=O)C (N,N-dimethylformamide). Run at time 8 hour. Yields the product C1(CCCC1)OC1=NC2=CC=CC=C2C=C1OC1=CC=NC2=CC(=C(C=C12)OC)OC (4-(2-Cyclopentyloxy-quinolin-3-yloxy)-6,7-dimethoxy-quinoline). Isolated yield 60.0%. As a reaction SMILES: [CH3:1][O:2][C:3]1[CH:4]=[C:5]2[C:10](=[CH:11][C:12]=1[O:13][CH3:14])[N:9]=[CH:8][CH:7]=[C:6]2[O:15][C:16]1[C:17]([OH:26])=[N:18][C:19]2[C:24]([CH:25]=1)=[CH:23][CH:22]=[CH:21][CH:20]=2.C(=O)([O-])[O-].[K+].[K+].[CH:33]1(Br)[CH2:37][CH2:36][CH2:35][CH2:34]1.O>CN(C)C=O>[CH:33]1([O:26][C:17]2[C:16]([O:15][C:6]3[C:5]4[C:10](=[CH:11][C:12]([O:13][CH3:14])=[C:3]([O:2][CH3:1])[CH:4]=4)[N:9]=[CH:8][CH:7]=3)=[CH:25][C:24]3[C:19](=[CH:20][CH:21]=[CH:22][CH:23]=3)[N:18]=2)[CH2:37][CH2:36][CH2:35][CH2:34]1 |f:1.2.3|. Procedure details: 6,7-Dimethoxy-4-(2-hydroxy-quinolin-3-yloxy)-quinoline (19 mg) was dissolved in N,N-dimethylformamide (4 ml) to prepare a solution. Potassium carbonate (180 mg) and cyclopentyl bromide (0.1 ml) were added to the solution, and the mixture was stirred at room temperature overnight. Water was added to the reaction solution, and the mixture was extracted with ethyl acetate. The organic layer was washed with water and was dried over anhydrous sodium sulfate, and the solvent was removed by distillatio... Reactants: ClCC(=O)N1CCC(CC1)OC=1C=NC(=CC1)N1C=CC2=CC(=CC=C12)S(=O)(=O)C (2-chloro-1-(4-((6-(5-(methylsulfonyl)-1H-indol-1-yl)pyridin-3-yl)oxy)piperidin-1-yl)ethanone), N1CCCCC1 (piperidine). Product: CS(=O)(=O)C=1C=C2C=CN(C2=CC1)C1=CC=C(C=N1)OC1CCN(CC1)C(CN1CCCCC1)=O (1-(4-((6-(5-(Methylsulfonyl)-1H-indol-1-yl)pyridin-3-yl)oxy)-piperidin-1-yl)-2-(piperidin-1-yl)ethanone). As a reaction SMILES: Cl[CH2:2][C:3]([N:5]1[CH2:10][CH2:9][CH:8]([O:11][C:12]2[CH:13]=[N:14][C:15]([N:18]3[C:26]4[C:21](=[CH:22][C:23]([S:27]([CH3:30])(=[O:29])=[O:28])=[CH:24][CH:25]=4)[CH:20]=[CH:19]3)=[CH:16][CH:17]=2)[CH2:7][CH2:6]1)=[O:4].[NH:31]1[CH2:36][CH2:35][CH2:34][CH2:33][CH2:32]1>>[CH3:30][S:27]([C:23]1[CH:22]=[C:21]2[C:26](=[CH:25][CH:24]=1)[N:18]([C:15]1[N:14]=[CH:13][C:12]([O:11][CH:8]3[CH2:9][CH2:10][N:5]([C:3](=[O:4])[CH2:2][N:31]4[CH2:36][CH2:35][CH2:34][CH2:33][CH2:32]4)[CH2:6][CH2:7]3)=[CH:17][CH:16]=1)[CH:19]=[CH:20]2)(=[O:28])=[O:29]. Procedure: The title compound was prepared by following the similar procedure as described in Example-196 using 2-chloro-1-(4-((6-(5-(methylsulfonyl)-1H-indol-1-yl)pyridin-3-yl)oxy)piperidin-1-yl)ethanone and piperidine (0.045 g, 50.56%). Starting materials: C(CCC)C1=CC(=C(C=C1)S(=O)(=O)Cl)Cl (4-Butyl-2-chlorobenzene-1-sulfonyl chloride), NC1=C(SC=C1)C(=O)OC (methyl 3-aminothiophene-2-carboxylate), N1=CC=CC=C1 (pyridine). The product is C(CCC)C1=CC(=C(C=C1)S(=O)(=O)NC1=C(SC=C1)C(=O)OC)Cl (Methyl 3-(4-butyl-2-chlorophenylsulfonamido)thiophene-2-carboxylate). Yield: 49.3%. As a reaction SMILES: [CH2:1]([C:5]1[CH:10]=[CH:9][C:8]([S:11](Cl)(=[O:13])=[O:12])=[C:7]([Cl:15])[CH:6]=1)[CH2:2][CH2:3][CH3:4].[NH2:16][C:17]1[CH:21]=[CH:20][S:19][C:18]=1[C:22]([O:24][CH3:25])=[O:23].N1C=CC=CC=1>>[CH2:1]([C:5]1[CH:10]=[CH:9][C:8]([S:11]([NH:16][C:17]2[CH:21]=[CH:20][S:19][C:18]=2[C:22]([O:24][CH3:25])=[O:23])(=[O:13])=[O:12])=[C:7]([Cl:15])[CH:6]=1)[CH2:2][CH2:3][CH3:4]. Reported procedure: A solution of 70 (2.5 g; 9.36 mmol) and methyl 3-aminothiophene-2-carboxylate (1.62 g; 10.30 mmol) in anhydrous pyridine (12.0 mL; 144 mmol) was stirred at room temperature for 12 hours. The reaction mixture was concentrated under reduced pressure and the resulting residue was purified by automated silica gel column chromatography (Biotage®) eluting with ethyl acetate/hexanes (0 to 20% v/v) to give the title compound as a clear oil (1.79 g). The reactants are FC1=CC=C(C=C1)C([C@H](C)NC(OC(C)(C)C)=O)=O (t-butyl N-[(1S)-2-(4-fluorophenyl)-1-methyl-2-oxoethyl]carbamate), FC1=CC=C(C=N1)[Li] (6-fluoro-3-pyridyllithium), [Cl-].[NH4+] (ammonium chloride), BrC=1C=CC(=NC1)F (5-bromo-2-fluoropyridine), C(CCC)[Li].CCCCCC (butyllithium hexane). Procedure details: The solution of t-buthyl N-{(1S)-2-[methoxy(methyl)amino]-1-methyl-2-oxoethyl}-carbamate (50 g) in tetrahydrofuran (700 mL) was dropwise added slowly at 0° C. to 2.5M 4-fluorophenylmagnesium bromide—tetrahydrofuran solution (300 mL) prepared separately, and then the reaction mixture was stirred at room temperature for 14 hours. After the reaction mixture was cooled to 0° C., saturated sodium hydrogen carbonate aqueous solution was added to the reaction mixture, and then the mixture was extracted... Solvent: COCCOC (ethylene glycol dimethyl ether), C(C)OCC (diethyl ether), C(C)OCC (diethyl ether). Reaction conditions: temperature -78 celsius, time 30 minute. RXN SMILES: [F:1][C:2]1[CH:7]=[CH:6][C:5]([C:8](=[O:19])[C@@H:9]([NH:11]C(=O)OC(C)(C)C)[CH3:10])=[CH:4][CH:3]=1.[F:20][C:21]1[N:26]=[CH:25][C:24]([Li])=[CH:23][CH:22]=1.BrC1C=CC(F)=NC=1.C([Li])CCC.CCCCCC.[Cl-].[NH4+]>COCCOC.C(OCC)C>[NH2:11][C@@H:9]([CH3:10])[C:8]([C:5]1[CH:4]=[CH:3][C:2]([F:1])=[CH:7][CH:6]=1)([C:24]1[CH:25]=[N:26][C:21]([F:20])=[CH:22][CH:23]=1)[OH:19] |f:3.4,5.6|. Product: N[C@H](C(O)(C=1C=NC(=CC1)F)C1=CC=C(C=C1)F)C ((2S)-2-amino-1-(4-fluorophenyl)-1-(6-fluoro-3-pyridyl)-1-propanol). The reactants are ClC(Cl)Cl, CCCCC(C)C(=O)CCl, c1ccc(P(c2ccccc2)c2ccccc2)cc1. Yields the product CCCCC(C)C(=O)C=P(c1ccccc1)(c1ccccc1)c1ccccc1. As a reaction SMILES: [CH:30]([Cl:31])([Cl:32])[Cl:33].[Cl:1][CH2:2][C:3]([CH:4]([CH2:5][CH2:6][CH2:7][CH3:8])[CH3:9])=[O:10].[c:11]1([P:17]([c:18]2[cH:19][cH:20][cH:21][cH:22][cH:23]2)[c:24]2[cH:25][cH:26][cH:27][cH:28][cH:29]2)[cH:12][cH:13][cH:14][cH:15][cH:16]1>>[CH:2]([C:3]([CH:4]([CH2:5][CH2:6][CH2:7][CH3:8])[CH3:9])=[O:10])=[P:17]([c:11]1[cH:12][cH:13][cH:14][cH:15][cH:16]1)([c:18]1[cH:19][cH:20][cH:21][cH:22][cH:23]1)[c:24]1[cH:25][cH:26][cH:27][cH:28][cH:29]1.